This data is from the Open Reaction Database (ORD), a public repository of structured organic reaction records. The task is: describe an organic reaction: reactants, conditions, products, and yield The product is C(C)(C)(C)OC(=O)N1C(CCC1)CN(C)CC1=CC=2N=C(N=C(C2S1)N1CCOCC1)Cl (2-{[(2-chloro-4-morpholin-4-yl-thieno[3,2-d]pyrimidin-6-ylmethyl)-methyl-amino]-methyl}-pyrrolidine-1-carboxylic acid tert-butyl ester). The solvent is C(C)#N (acetonitrile). Reactants: BrCC1=CC=2N=C(N=C(C2S1)N1CCOCC1)Cl (6-bromomethyl-2-chloro-4-morpholin-4-yl-thieno[3,2-d]pyrimidine), C(C)(C)(C)OC(=O)N1C(CCC1)CNC (2-methylaminomethyl-pyrrolidine-1-carboxylic acid tert-butyl ester), C([O-])([O-])=O.[K+].[K+] (potassium carbonate). RXN SMILES: Br[CH2:2][C:3]1[S:11][C:10]2[C:9]([N:12]3[CH2:17][CH2:16][O:15][CH2:14][CH2:13]3)=[N:8][C:7]([Cl:18])=[N:6][C:5]=2[CH:4]=1.[C:19]([O:23][C:24]([N:26]1[CH2:30][CH2:29][CH2:28][CH:27]1[CH2:31][NH:32][CH3:33])=[O:25])([CH3:22])([CH3:21])[CH3:20].C(=O)([O-])[O-].[K+].[K+]>C(#N)C>[C:19]([O:23][C:24]([N:26]1[CH2:30][CH2:29][CH2:28][CH:27]1[CH2:31][N:32]([CH2:2][C:3]1[S:11][C:10]2[C:9]([N:12]3[CH2:17][CH2:16][O:15][CH2:14][CH2:13]3)=[N:8][C:7]([Cl:18])=[N:6][C:5]=2[CH:4]=1)[CH3:33])=[O:25])([CH3:22])([CH3:21])[CH3:20] |f:2.3.4|. Reported procedure: To a solution of 6-bromomethyl-2-chloro-4-morpholin-4-yl-thieno[3,2-d]pyrimidine (420 mg) and 2-methylaminomethyl-pyrrolidine-1-carboxylic acid tert-butyl ester (310 mg) in acetonitrile (10 mL) was added potassium carbonate (250 mg). The reaction mixture was heated at 80° C. for 4 h and then allowed to cool to room temperature. The mixture was then partitioned between dichloromethane (20 mL) and saturated aqueous sodium bicarbonate solution (20 mL) and the organic layer washed with brine (20 mL)... The yield is 83.9%. Reaction conditions: temperature 80 celsius. Reaction SMILES: [CH2:32]1[O:33][CH2:34][CH2:35][CH2:36]1.[CH3:1][O:2][c:3]1[cH:4][c:5]([CH2:23][OH:24])[c:6](-[c:13]2[c:14]([CH2:21][OH:22])[cH:15][c:16]([O:19][CH3:20])[cH:17][cH:18]2)[c:7]([O:11][CH3:12])[c:8]1[O:9][CH3:10].[CH3:26][CH2:27][O:28][C:29](=[O:30])[CH3:31].[ClH:37].[OH2:25]>>[CH3:1][O:2][c:3]1[cH:4][c:5]2[c:6]([c:7]([O:11][CH3:12])[c:8]1[O:9][CH3:10])-[c:13]1[c:14]([cH:15][c:16]([O:19][CH3:20])[cH:17][cH:18]1)[CH2:21][O:24][CH2:23]2. Yields the product COc1ccc2c(c1)COCc1cc(OC)c(OC)c(OC)c1-2. Reactants: C1CCOC1, COc1ccc(-c2c(CO)cc(OC)c(OC)c2OC)c(CO)c1, CCOC(C)=O, Cl, O.